From a dataset of the Open Reaction Database (ORD), a public repository of structured organic reaction records. describe an organic reaction: reactants, conditions, products, and yield Reactants: C1CCC2=NCCCN2CC1, CC#N, O=C(O)c1cn(C2CC2)c2c(F)c(F)c(F)cc2c1=O, FCCNCC1CCNC1. Yields the product O=C(O)c1cn(C2CC2)c2c(F)c(N3CCC(CNCCF)C3)c(F)cc2c1=O. RXN SMILES: [CH2:31]1[CH2:32][CH2:33][C:34]2=[N:39][CH2:38][CH2:37][CH2:36][N:35]2[CH2:40][CH2:41]1.[CH3:42][C:43]#[N:44].[CH:1]1([n:4]2[cH:5][c:6]([C:18](=[O:19])[OH:20])[c:7](=[O:17])[c:8]3[cH:9][c:10]([F:16])[c:11]([F:15])[c:12]([F:14])[c:13]23)[CH2:2][CH2:3]1.[F:21][CH2:22][CH2:23][NH:24][CH2:25][CH:26]1[CH2:27][NH:28][CH2:29][CH2:30]1>>[CH:1]1([n:4]2[cH:5][c:6]([C:18](=[O:19])[OH:20])[c:7](=[O:17])[c:8]3[cH:9][c:10]([F:16])[c:11]([N:28]4[CH2:27][CH:26]([CH2:25][NH:24][CH2:23][CH2:22][F:21])[CH2:30][CH2:29]4)[c:12]([F:14])[c:13]23)[CH2:2][CH2:3]1. Reactants: IC=1N=CNC1I (4,5-Diiodoimidazole), [H-].[Na+] (sodium hydride), C[Si](CCOCCl)(C)C (2-(trimethylsilyl)-ethoxymethylchloride), O (H2O). Solvent: CN(C)C=O (DMF), CN(C)C=O (DMF), CCOC(=O)C (AcOEt). Reaction conditions: time 90 minute. Yields the product IC=1N=CN(C1I)COCC[Si](C)(C)C (4,5-Diiodo-1-(2-trimethylsilanyl-ethoxymethyl)-1H-imidazole). Yield: 66.4%. As a reaction SMILES: [I:1][C:2]1[N:3]=[CH:4][NH:5][C:6]=1[I:7].[H-].[Na+].[CH3:10][Si:11]([CH3:18])([CH3:17])[CH2:12][CH2:13][O:14][CH2:15]Cl.O>CN(C=O)C.CCOC(C)=O>[I:1][C:2]1[N:3]=[CH:4][N:5]([CH2:15][O:14][CH2:13][CH2:12][Si:11]([CH3:18])([CH3:17])[CH3:10])[C:6]=1[I:7] |f:1.2|. Reported procedure: 4,5-Diiodoimidazole (prepared according to D. S. Carver, S. D. Lindell, and E. A. Saville-Stones, Tetrahedron, 1997, 53, 42, 14481-14496) (10.1 g, 31.6 mmol) was added portionwise to a room temperature suspension of sodium hydride (1.38 g, 31.6 mmol, 55% *in mineral oil) in dry DMF (45 ml). The reaction mixture was stirred at room temperature for 90 min, then cooled to 0° C. and treated slowly with a solution of 2-(trimethylsilyl)-ethoxymethylchloride (6.81 ml, 34.7 mmol) in DMF (10 ml). After 2... The reactants are O=C([O-])[O-], CO, Cl, CCOC(=O)Nc1cc(N(Cc2cccc(Cl)c2)C(=O)C(F)(F)F)c(NC(=O)C(F)(F)F)cc1F, [K+], [K+], O. Product: CCOC(=O)Nc1cc(N(Cc2cccc(Cl)c2)C(=O)C(F)(F)F)c(N)cc1F. As a reaction SMILES: [C:36](=[O:37])([O-:38])[O-:39].[CH3:44][OH:45].[ClH:43].[F:1][C:2]([F:3])([F:4])[C:34]([NH:5][c:6]1[c:7]([N:19]([CH2:20][c:21]2[cH:22][c:23]([Cl:27])[cH:24][cH:25][cH:26]2)[C:28](=[O:29])[C:30]([F:31])([F:32])[F:33])[cH:8][c:9]([NH:13][C:14](=[O:15])[O:16][CH2:17][CH3:18])[c:10]([F:12])[cH:11]1)=[O:35].[K+:40].[K+:41].[OH2:42]>>[NH2:5][c:6]1[c:7]([N:19]([CH2:20][c:21]2[cH:22][c:23]([Cl:27])[cH:24][cH:25][cH:26]2)[C:28](=[O:29])[C:30]([F:31])([F:32])[F:33])[cH:8][c:9]([NH:13][C:14](=[O:15])[O:16][CH2:17][CH3:18])[c:10]([F:12])[cH:11]1. Starting materials: [Cl-].CN(C1=CC=C(C=N[N+]2=C(N(C=C2)N=CC2=CC=C(C=C2)N(C)C)C(C)C)C=C1)C (1,3-bis[[p-(dimethylamino)benzylidene]amino]-2-isopropylimidazolium chloride), C(O)([O-])=O.[Na+] (sodium hydrogen carbonate). Run at time 18 hour. Yields the product C(O)([O-])=O.CN(C1=CC=C(C=N[N+]2=C(N(C=C2)N=CC2=CC=C(C=C2)N(C)C)C(C)C)C=C1)C (1,3-bis[[p-(dimethylamino)benzylidene]amino]-2-isopropylimidazolium hydrogen carbonate). As a reaction SMILES: [Cl-].[CH3:2][N:3]([CH3:31])[C:4]1[CH:30]=[CH:29][C:7]([CH:8]=[N:9][N+:10]2[CH:14]=[CH:13][N:12]([N:15]=[CH:16][C:17]3[CH:22]=[CH:21][C:20]([N:23]([CH3:25])[CH3:24])=[CH:19][CH:18]=3)[C:11]=2[CH:26]([CH3:28])[CH3:27])=[CH:6][CH:5]=1.[C:32](=[O:35])([O-:34])[OH:33].[Na+]>>[C:32](=[O:33])([O-:35])[OH:34].[CH3:25][N:23]([CH3:24])[C:20]1[CH:19]=[CH:18][C:17]([CH:16]=[N:15][N+:12]2[CH:13]=[CH:14][N:10]([N:9]=[CH:8][C:7]3[CH:29]=[CH:30][C:4]([N:3]([CH3:2])[CH3:31])=[CH:5][CH:6]=3)[C:11]=2[CH:26]([CH3:28])[CH3:27])=[CH:22][CH:21]=1 |f:0.1,2.3,4.5|. Procedure: 3.0 g of 1,3-bis[[p-(dimethylamino)benzylidene]amino]-2-isopropylimidazolium chloride are suspended in 200 ml of saturated sodium hydrogen carbonate solution and stirred at room temperature for 18 hours. The product is filtered and washed firstly with water and then with ether. There is obtained 1,3-bis[[p-(dimethylamino)benzylidene]amino]-2-isopropylimidazolium hydrogen carbonate of melting point 124°-126° (dec.). Starting materials: C(CCC)N1CC2=C(NC=3C=CC(=CC23)C)CC1 (2-butyl-2,3,4,5-tetrahydro-8-methyl-1H-pyrido[4,3-b]indole), CC1=NC=C(C=C1)C=C (2-methyl-5-vinylpyridine), [OH-].[K+] (KOH). Solvent: CN1CCCC1=O (NMP). Product: C(CCC)N1CC2=C(N(C=3C=CC(=CC23)C)CCC=2C=NC(=CC2)C)CC1 (2-butyl-8-methyl-5-(2-(6-methylpyridin-3-yl)ethyl)-2,3,4,5-tetrahydro-1H-pyrido[4,3-b]indole). RXN SMILES: [CH2:1]([N:5]1[CH2:18][CH2:17][C:8]2[NH:9][C:10]3[CH:11]=[CH:12][C:13]([CH3:16])=[CH:14][C:15]=3[C:7]=2[CH2:6]1)[CH2:2][CH2:3][CH3:4].[CH3:19][C:20]1[CH:25]=[CH:24][C:23]([CH:26]=[CH2:27])=[CH:22][N:21]=1.[OH-].[K+]>CN1C(=O)CCC1>[CH2:1]([N:5]1[CH2:18][CH2:17][C:8]2[N:9]([CH2:27][CH2:26][C:23]3[CH:22]=[N:21][C:20]([CH3:19])=[CH:25][CH:24]=3)[C:10]3[CH:11]=[CH:12][C:13]([CH3:16])=[CH:14][C:15]=3[C:7]=2[CH2:6]1)[CH2:2][CH2:3][CH3:4] |f:2.3|. Reported procedure: The title compound is prepared from a mixture of 2-butyl-2,3,4,5-tetrahydro-8-methyl-1H-pyrido[4,3-b]indole, 2-methyl-5-vinylpyridine and KOH (5-7 equiv) in NMP at a temperature ranging between 25 deg C. to 100 deg C. The product obtained is isolated by preparative HPLC.